From a dataset of the Open Reaction Database (ORD), a public repository of structured organic reaction records. describe an organic reaction: reactants, conditions, products, and yield Reactants: [I-], [Li+], COC(=O)c1cnc2c3cc(NC(=O)C4CCCCC4)ccc3ncn2c1=O, c1ccncc1. Yields the product O=C(O)c1cnc2c3cc(NC(=O)C4CCCCC4)ccc3ncn2c1=O. As a reaction SMILES: [I-:29].[Li+:30].[O:1]=[c:2]1[c:3]([C:25](=[O:26])[O:27][CH3:28])[cH:4][n:5][c:6]2[n:7]1[cH:8][n:9][c:10]1[cH:11][cH:12][c:13]([NH:16][C:17](=[O:18])[CH:19]3[CH2:20][CH2:21][CH2:22][CH2:23][CH2:24]3)[cH:14][c:15]21.[cH:31]1[cH:32][cH:33][n:34][cH:35][cH:36]1>>[O:1]=[c:2]1[c:3]([C:25](=[O:26])[OH:27])[cH:4][n:5][c:6]2[n:7]1[cH:8][n:9][c:10]1[cH:11][cH:12][c:13]([NH:16][C:17](=[O:18])[CH:19]3[CH2:20][CH2:21][CH2:22][CH2:23][CH2:24]3)[cH:14][c:15]21. The reactants are Brc1cccc(Br)n1, N#C[Cu], CN(C)C=O. RXN SMILES: [Br:1][c:2]1[n:3][c:4]([Br:8])[cH:5][cH:6][cH:7]1.[Cu:9][C:10]#[N:11].[O:12]=[CH:13][N:14]([CH3:15])[CH3:16]>>[c:2]1([C:10]#[N:11])[n:3][c:4]([Br:8])[cH:5][cH:6][cH:7]1. The product is N#Cc1cccc(Br)n1.